This data is from the Open Reaction Database (ORD), a public repository of structured organic reaction records. The task is: describe an organic reaction: reactants, conditions, products, and yield The reactants are C1(=C(C=CC=C1)C(=O)N1CC2CNC2C1)C1=CC=CC=C1 (Biphenyl-2-yl-(3,6-diaza-bicyclo[3.2.0]hept-3-yl)-methanone), CC=1C=CC(=C(C(=O)O)C1)N1N=CC=N1 (5-methyl-2-[1,2,3]triazol-2-yl-benzoic acid), C=1(C(=CC=CC1)C(=O)O)C1=CC=CC=C1 (biphenyl-2-carboxylic acid). Yields the product C12CN(CC2NC1)C(=O)C1=C(C=CC(=C1)C)N1N=CC=N1 ((3,6-Diaza-bicyclo[3.2.0]hept-3-yl)-(5-methyl-2-[1,2,3]triazol-2-yl-phenyl)-methanone). Reaction SMILES: C1(C2C=CC=CC=2)C=CC=CC=1C([N:9]1[CH2:15][CH:14]2[CH:11]([CH2:12][NH:13]2)[CH2:10]1)=O.[CH3:22][C:23]1[CH:24]=[CH:25][C:26]([N:32]2[N:36]=[CH:35][CH:34]=[N:33]2)=[C:27]([CH:31]=1)[C:28]([OH:30])=O.C1(C2C=CC=CC=2)C(C(O)=O)=CC=CC=1>>[CH:11]12[CH2:12][NH:13][CH:14]1[CH2:15][N:9]([C:28]([C:27]1[CH:31]=[C:23]([CH3:22])[CH:24]=[CH:25][C:26]=1[N:32]1[N:36]=[CH:35][CH:34]=[N:33]1)=[O:30])[CH2:10]2. Procedure: The title compound was prepared in a manner analogous to Intermediate 19, substituting 5-methyl-2-[1,2,3]triazol-2-yl-benzoic acid (Intermediate 59) for biphenyl-2-carboxylic acid. MS (ESI) mass calcd. for C15H17N5O, 283.33; m/z found, 284.2 [M+H]+. The reactants are resultant mixture, crude product, C(CCC)[Li] (n-Butyl lithium), CN(C)C[C-]1C=CC=C1.[CH-]1C=CC=C1.[Fe+2] (1-dimethylaminomethyl ferrocene), C=O (paraformaldehyde). Run in C(C)OCC (diethyl ether). Run at time 3 hour. The product is OC[C-]1C(=CC=C1)CN(C)C.[CH-]1C=CC=C1.[Fe+2] (1-hydroxymethyl-2-dimethylaminomethyl ferrocene). As a reaction SMILES: C([Li])CCC.[CH3:6][N:7]([CH2:9][C-:10]1[CH:14]=[CH:13][CH:12]=[CH:11]1)[CH3:8].[CH-:15]1[CH:19]=[CH:18][CH:17]=[CH:16]1.[Fe+2:20].[CH2:21]=[O:22]>C(OCC)C>[OH:22][CH2:21][C-:11]1[CH:12]=[CH:13][CH:14]=[C:10]1[CH2:9][N:7]([CH3:8])[CH3:6].[CH-:15]1[CH:19]=[CH:18][CH:17]=[CH:16]1.[Fe+2:20] |f:1.2.3,6.7.8|. Procedure details: n-Butyl lithium (Aldrich, 1.6 molar in diethyl ether, 5.14 ml, 8.24 mmol) is added to a solution of 1-dimethylaminomethyl ferrocene (Aldrich, 1.0 g, 4.12 mmol) in diethyl ether (20 mL) under argon. The reaction is stirred for 3 hours and developes a reddish colour. The solution is then cooled in a dry ice/acetone bath, calcined paraformaldehyde (0.247 g, 2 times excess) added and the resultant mixture stirred overnight at room temperature. The reaction is then quenched with water, extracted with... Starting materials: FC1(CCN(CC1)C(=O)C1=CC=2C(=NC=C(C2)OCCCN2[C@H](CCC2)C)N1)F ((4,4-Difluoro-piperidin-1-yl)-[5-[3-((S)-2-methyl-pyrrolidin-1-yl)-propoxy]-1H-pyrrolo[2,3-b]pyridin-2-yl]-methanone), [H-].[Na+] (sodium hydride), CS(=O)(=O)Cl (methanesulfonyl chloride). Product: FC1(CCN(CC1)C(=O)C1=CC=2C(=NC=C(C2)OCCCN2[C@H](CCC2)C)N1S(=O)(=O)C)F ((4,4-Difluoro-piperidin-1-yl)-{1-methanesulfonyl-5-[3-((S)-2-methyl-pyrrolidin-1-yl)-propoxy]-1H-pyrrolo[2,3-b]pyridin-2-yl}-methanone). The yield is 52.0%. As a reaction SMILES: [F:1][C:2]1([F:29])[CH2:7][CH2:6][N:5]([C:8]([C:10]2[NH:28][C:13]3=[N:14][CH:15]=[C:16]([O:18][CH2:19][CH2:20][CH2:21][N:22]4[CH2:26][CH2:25][CH2:24][C@@H:23]4[CH3:27])[CH:17]=[C:12]3[CH:11]=2)=[O:9])[CH2:4][CH2:3]1.[H-].[Na+].[CH3:32][S:33](Cl)(=[O:35])=[O:34]>>[F:29][C:2]1([F:1])[CH2:7][CH2:6][N:5]([C:8]([C:10]2[N:28]([S:33]([CH3:32])(=[O:35])=[O:34])[C:13]3=[N:14][CH:15]=[C:16]([O:18][CH2:19][CH2:20][CH2:21][N:22]4[CH2:26][CH2:25][CH2:24][C@@H:23]4[CH3:27])[CH:17]=[C:12]3[CH:11]=2)=[O:9])[CH2:4][CH2:3]1 |f:1.2|. Reported procedure: The title compound was synthesized in analogy to example 18 from (4,4-difluoro-piperidin-1-yl)-{5-[3-((S)-2-methyl-pyrrolidin-1-yl)-propoxy]-1H-pyrrolo[2,3-b]pyridin-2-yl}-methanone (example 11), sodium hydride and methanesulfonyl chloride, to give the desired product as a light yellow oil (52%). Reactants: CN(C)C=O, CCO, [Cl-], [Fe], O=c1ccc2c(Oc3ccc([N+](=O)[O-])cc3)ccnc2[nH]1, [NH4+], O. Product: Nc1ccc(Oc2ccnc3[nH]c(=O)ccc23)cc1. As a reaction SMILES: [CH3:24][N:25]([CH3:26])[CH:27]=[O:28].[CH3:29][CH2:30][OH:31].[Cl-:22].[Fe:32].[N+:1]([O-:2])(=[O:3])[c:4]1[cH:5][cH:6][c:7]([O:8][c:9]2[cH:10][cH:11][n:12][c:13]3[nH:14][c:15](=[O:19])[cH:16][cH:17][c:18]23)[cH:20][cH:21]1.[NH4+:23].[OH2:33]>>[NH2:1][c:4]1[cH:5][cH:6][c:7]([O:8][c:9]2[cH:10][cH:11][n:12][c:13]3[nH:14][c:15](=[O:19])[cH:16][cH:17][c:18]23)[cH:20][cH:21]1. Starting materials: NC1=C(C=CC(=N1)NCCCNC(OC(C)(C)C)=O)[N+](=O)[O-] (tert-Butyl {3-[(6-amino-5-nitropyridin-2-yl)amino]propyl}carbamate), FC(C(=O)O)(F)F (trifluoroacetic acid). The solvent is ClCCl (dichloromethane). Run at time 16 hour. Yields the product FC(C(=O)O)(F)F.NCCCNC1=CC=C(C(=N1)N)[N+](=O)[O-] (N6-(3-Aminopropyl)-3-nitropyridine-2,6-diamine trifluoroacetate). As a reaction SMILES: [NH2:1][C:2]1[N:7]=[C:6]([NH:8][CH2:9][CH2:10][CH2:11][NH:12]C(=O)OC(C)(C)C)[CH:5]=[CH:4][C:3]=1[N+:20]([O-:22])=[O:21].[F:23][C:24]([F:29])([F:28])[C:25]([OH:27])=[O:26]>ClCCl>[F:23][C:24]([F:29])([F:28])[C:25]([OH:27])=[O:26].[NH2:12][CH2:11][CH2:10][CH2:9][NH:8][C:6]1[N:7]=[C:2]([NH2:1])[C:3]([N+:20]([O-:22])=[O:21])=[CH:4][CH:5]=1 |f:3.4|. Procedure details: 195 mg (0.56 mmol) of tert-butyl {3-[(6-amino-5-nitropyridin-2-yl)amino]propyl}carbamate (Example 56A) are dissolved in 6 ml of dichloromethane, and 656 mg (5.6 mmol) of trifluoroacetic acid are slowly injected. The mixture is stirred at RT for 16 h and then all the volatile constituents are removed in vacuo. 185 mg (96% of theory) of the product are obtained. Reactants: C(C1=CC=CC=C1)OC(=O)NCC(=O)OCC[Si](C)(C)C (2-(trimethylsilyl)ethyl N-[(benzyloxy)carbonyl]glycinate), [H][H] (hydrogen). The reagents and catalysts are [OH-].[OH-].[Pd+2] (palladium hydroxide/carbon). Run in C(C)(=O)OCC (ethyl acetate). Yields the product NCC(=O)OCC[Si](C)(C)C (2-(Trimethylsilyl)ethyl glycinate). The yield is 89.1%. RXN SMILES: C(OC([NH:11][CH2:12][C:13]([O:15][CH2:16][CH2:17][Si:18]([CH3:21])([CH3:20])[CH3:19])=[O:14])=O)C1C=CC=CC=1.[H][H]>C(OCC)(=O)C.[OH-].[OH-].[Pd+2]>[NH2:11][CH2:12][C:13]([O:15][CH2:16][CH2:17][Si:18]([CH3:21])([CH3:20])[CH3:19])=[O:14] |f:3.4.5|. Procedure: To a solution in ethyl acetate (20.0 mL) of the compound (634 mg) obtained in step (1) above, 20% palladium hydroxide/carbon (63.0 mg) was added. The mixture was stirred at room temperature for an hour in a hydrogen atmosphere. After passing the reaction mixture through Celite (registered trademark), the filtrate was concentrated under reduced pressure to give the titled compound as a pale yellow oil (320 mg). Reactants: C(#CCCCC)C1=C(C=C(C(=O)O)C=C1)NC(C(F)(F)F)=O (4-(1-hexynyl)-3-trifluoroacetamidobenzoic acid), FC(S(=O)(=O)OC1=CCCC2=C(C=CC=C12)OC)(F)F (5-methoxy-3,4-dihydro-naphthalen-1-yl trifluoromethanesulfonate). The product is C(CCC)C=1NC2=CC(=CC=C2C1C1=CCCC2=C(C=CC=C12)OC)C(=O)O (2-Butyl-3-(5-methoxy-3,4-dihydro-naphthalen-1-yl)-1H-indole-6-carboxylic Acid). RXN SMILES: [C:1]([C:7]1[CH:15]=[CH:14][C:10]([C:11]([OH:13])=[O:12])=[CH:9][C:8]=1[NH:16]C(=O)C(F)(F)F)#[C:2][CH2:3][CH2:4][CH2:5][CH3:6].FC(F)(F)S(O[C:29]1[C:38]2[C:33](=[C:34]([O:39][CH3:40])[CH:35]=[CH:36][CH:37]=2)[CH2:32][CH2:31][CH:30]=1)(=O)=O>>[CH2:3]([C:2]1[NH:16][C:8]2[C:7]([C:1]=1[C:29]1[C:38]3[C:33](=[C:34]([O:39][CH3:40])[CH:35]=[CH:36][CH:37]=3)[CH2:32][CH2:31][CH:30]=1)=[CH:15][CH:14]=[C:10]([C:11]([OH:13])=[O:12])[CH:9]=2)[CH2:4][CH2:5][CH3:6]. Procedure details: The title compound was prepared according to the procedure outlined in Example 7, employing 4-(1-hexynyl)-3-trifluoroacetamidobenzoic acid on Wang resin (prepared according to Example 1) and 5-methoxy-3,4-dihydro-naphthalen-1-yl trifluoromethanesulfonate; 1H NMR (DMSO-d6) δ 0.80 (t, 3 H), 1.22 (m, 2 H), 1.60 (m, 2 H), 2.39 (m, 2 H), 2.70 (m, 4 H), 3.80 (s, 3 H), 6.02 (t, 1 H), 6.32 (d, 1 H), 6.85 (d, 1 H), 6.98 (m, 1 H), 7.08 (d, 1 H), 7.50 (d, 1 H), 7.95 (s, 1 H), 11.40 (s, 1 H).